From a dataset of the Open Reaction Database (ORD), a public repository of structured organic reaction records. describe an organic reaction: reactants, conditions, products, and yield Starting materials: C1=CN=C2N1C1=C(NC2=O)C=2C=CC=CC2C1 (5H,10H-imidazo[1,2-a]indeno[1,2-e]-pyrazin-4-one), COC(=O)C=1C=C(C=O)C=CC1 (3-methoxycarbonyl-benzaldehyde), C(C)(=O)[O-].[NH4+] (ammonium acetate). Run in C(C)(=O)OC(C)=O (acetic anhydride). Conditions: temperature 20 celsius. The product is C(C)(=O)O.COC(=O)C=1C=C(C=C2C=3C=CC=CC3C=3NC(C=4N(C32)C=CN4)=O)C=CC1 (10-(3-methoxycarbonyl-benzylidene)-5H-imidazo[1,2-a]indeno[1,2-e]pyrazin-4-one acetate). The yield is 55.1%. As a reaction SMILES: [CH:1]1[N:5]2[C:6]3[CH2:17][C:16]4[CH:15]=[CH:14][CH:13]=[CH:12][C:11]=4[C:7]=3[NH:8][C:9](=[O:10])[C:4]2=[N:3][CH:2]=1.[CH3:18][O:19][C:20]([C:22]1[CH:23]=[C:24]([CH:27]=[CH:28][CH:29]=1)[CH:25]=O)=[O:21].C([O-])(=O)C.[NH4+]>C(OC(=O)C)(=O)C>[C:20]([OH:21])(=[O:19])[CH3:22].[CH3:18][O:19][C:20]([C:22]1[CH:23]=[C:24]([CH:27]=[CH:28][CH:29]=1)[CH:25]=[C:17]1[C:6]2[N:5]3[CH:1]=[CH:2][N:3]=[C:4]3[C:9](=[O:10])[NH:8][C:7]=2[C:11]2[CH:12]=[CH:13][CH:14]=[CH:15][C:16]1=2)=[O:21] |f:2.3,5.6|. Procedure: 0.5 g of 5H,10H-imidazo[1,2-a]indeno[1,2-e]-pyrazin-4-one and 1.47 g of 3-methoxycarbonyl-benzaldehyde are refluxed for 48 hours in the presence of 0.7 g of ammonium acetate in 30 ml of acetic anhydride. After cooling to a temperature in the region of 20° C., the precipitate formed is filtered off, washed with water and dried under reduced pressure (1 mmHg; 0.13 kPa) at 50° C. 0.53 g of 10-(3-methoxycarbonyl-benzylidene)-5H-imidazo[1,2-a]indeno[1,2-e]pyrazin-4-one acetate is obtained in the form... As a reaction SMILES: C[O:2][C:3](=[O:30])[CH2:4][O:5][C:6]1[CH:18]=[CH:17][C:16]([CH3:19])=[C:15]2[C:7]=1[C:8]1[CH:9]([C:27](=[O:29])[NH2:28])[CH2:10][CH2:11][CH2:12][C:13]=1[N:14]2[CH2:20][C:21]1[CH:26]=[CH:25][CH:24]=[CH:23][CH:22]=1.[OH-].[Na+]>O1CCCC1.CO>[CH2:20]([N:14]1[C:13]2[CH2:12][CH2:11][CH2:10][CH:9]([C:27](=[O:29])[NH2:28])[C:8]=2[C:7]2[C:15]1=[C:16]([CH3:19])[CH:17]=[CH:18][C:6]=2[O:5][CH2:4][C:3]([OH:30])=[O:2])[C:21]1[CH:26]=[CH:25][CH:24]=[CH:23][CH:22]=1 |f:1.2|. The solvent is O1CCCC1 (tetrahydrofuran), CO (methanol). Reported procedure: A slurry of 64 mg (0.157 mmol) of [9-benzyl-4-carbamoyl-8-methyl-1,2,3,4-tetrahydrocarbazol-5-yl]oxyacetic acid methyl ester in 2 ml of tetrahydrofuran and 7 ml of methanol was treated with 0.5 ml of an aqueous 2 N sodium hydroxide solution and stirred overnight at room temperature. The solvent was evaporated and the residue was partitioned between ethyl acetate and 1 N HCl solution. After another extraction with ethyl acetate, the extracts were washed with brine, dried over magnesium sulfate an... The product is C(C1=CC=CC=C1)N1C2=C(C=CC(=C2C=2C(CCCC12)C(N)=O)OCC(=O)O)C ([9-benzyl-4-carbamoyl-8-methyl-1,2,3,4-tetrahydrocarbazol-5-yl]oxyacetic acid). The reactants are COC(COC1=C2C=3C(CCCC3N(C2=C(C=C1)C)CC1=CC=CC=C1)C(N)=O)=O ([9-benzyl-4-carbamoyl-8-methyl-1,2,3,4-tetrahydrocarbazol-5-yl]oxyacetic acid methyl ester), [OH-].[Na+] (sodium hydroxide). Isolated yield 100.6%. Run at time 8 hour.